From a dataset of the Open Reaction Database (ORD), a public repository of structured organic reaction records. describe an organic reaction: reactants, conditions, products, and yield The reactants are CC(C)(C)[O-], CS(C)=O, NC(=O)c1cc(Cl)ccn1, [K+], Nc1ccc(O)c(F)c1, [Na+], [OH-], O. The product is NC(=O)c1cc(Oc2ccc(N)cc2F)ccn1. Reaction SMILES: [CH3:10][C:11]([CH3:12])([O-:13])[CH3:14].[CH3:28][S:29](=[O:30])[CH3:31].[Cl:16][c:17]1[cH:18][c:19]([C:23](=[O:24])[NH2:25])[n:20][cH:21][cH:22]1.[K+:15].[NH2:1][c:2]1[cH:3][c:4]([F:9])[c:5]([OH:8])[cH:6][cH:7]1.[Na+:27].[OH-:26].[OH2:32]>>[NH2:1][c:2]1[cH:3][c:4]([F:9])[c:5]([O:8][c:17]2[cH:18][c:19]([C:23](=[O:24])[NH2:25])[n:20][cH:21][cH:22]2)[cH:6][cH:7]1.